From a dataset of the Open Reaction Database (ORD), a public repository of structured organic reaction records. describe an organic reaction: reactants, conditions, products, and yield Reactants: FC=1C(=C2CCN(N3C2=C(C1)C(C(=C3)C(=O)OC)=O)C)OS(=O)(=O)C(F)(F)F (Methyl 5-Fluoro-4-(trifluoromethanesulfonyloxy)-2,3-dihydro-1-methyl-7-oxo-1H,7H-pyrido[3,2,1-il]cinnoline-8-carboxylate), 3-tributylstanyl-2-cyclohexen-1-one, [Cl-].[Li+] (lithium chloride), NC1CN(CC1)C1=C2CCN(N3C2=C(C=C1F)C(C(=C3)C(=O)O)=O)C (4-(3-Aminopyrrolidin-1-yl)-5-fluoro-2,3-dihydro-1-methyl-7-oxo-1H,7H-pyrido[3,2,1-ij]cinnoline-8-carboxylic acid), O1CCCC1 (tetrahydrofuran). Product: FC=1C(=C2CCN(N3C2=C(C1)C(C(=C3)C(=O)OC)=O)C)C3=CC(CCC3)=O (Methyl 5-Fluoro-4-(3-oxo-1-cyclohexen-1-yl)-2,3-dihydro-1-methyl-7-oxo-1H,7H-pyrido[3,2,1-ij]cinnoline-8-carboxylate). RXN SMILES: [F:1][C:2]1[C:3](OS(C(F)(F)F)(=O)=O)=[C:4]2[C:9]3=[C:10]([C:12](=[O:19])[C:13]([C:15]([O:17][CH3:18])=[O:16])=[CH:14][N:8]3[N:7]([CH3:20])[CH2:6][CH2:5]2)[CH:11]=1.[Cl-].[Li+].NC1CCN([C:37]2[C:46](F)=[CH:45][C:44]3C(=O)C(C(O)=O)=CN4[C:43]=3[C:38]=2CCN4C)C1.[O:56]1CCCC1>>[F:1][C:2]1[C:3]([C:37]2[CH2:46][CH2:45][CH2:44][C:43](=[O:56])[CH:38]=2)=[C:4]2[C:9]3=[C:10]([C:12](=[O:19])[C:13]([C:15]([O:17][CH3:18])=[O:16])=[CH:14][N:8]3[N:7]([CH3:20])[CH2:6][CH2:5]2)[CH:11]=1 |f:1.2|. Reported procedure: 424 mg of the compound (170) obtained in Example 47, 404 mg of 3-tributylstanyl-2-cyclohexen-1-one, 127 mg of lithium chloride and 14 mg of bis(triphenylphosphine)palladium (11) chloride were added to 5 ml of tetrahydrofuran, and the solution was heated at reflux for three days under nitrogen. The solvent was removed by distillation. To the residue, n-hexane was added, and the solid matter was filtered off. The obtained solid matter was separated by column chromatography (silica gel, eluent solv... The reactants are C1CCOC1, CCCCC(O)c1cccc(-c2ccc(C(F)(F)F)cc2)n1, O=C(N=NC(=O)N1CCCCC1)N1CCCCC1, C[Si](C)(C)CCOC(=O)CCCc1ccc(O)cc1. The product is CCCCC(Oc1ccc(CCCC(=O)OCC[Si](C)(C)C)cc1)c1cccc(-c2ccc(C(F)(F)F)cc2)n1. RXN SMILES: [CH2:60]1[O:61][CH2:62][CH2:63][CH2:64]1.[F:1][C:2]([c:3]1[cH:4][cH:5][c:6](-[c:9]2[cH:10][cH:11][cH:12][c:13]([CH:15]([CH2:16][CH2:17][CH2:18][CH3:19])[OH:20])[n:14]2)[cH:7][cH:8]1)([F:21])[F:22].[N:42]([C:43]([N:44]1[CH2:45][CH2:46][CH2:47][CH2:48][CH2:49]1)=[O:50])=[N:51][C:52]([N:53]1[CH2:54][CH2:55][CH2:56][CH2:57][CH2:58]1)=[O:59].[OH:23][c:24]1[cH:25][cH:26][c:27]([CH2:30][CH2:31][CH2:32][C:33](=[O:34])[O:35][CH2:36][CH2:37][Si:38]([CH3:39])([CH3:40])[CH3:41])[cH:28][cH:29]1>>[F:1][C:2]([c:3]1[cH:4][cH:5][c:6](-[c:9]2[cH:10][cH:11][cH:12][c:13]([CH:15]([CH2:16][CH2:17][CH2:18][CH3:19])[O:20][c:24]3[cH:25][cH:26][c:27]([CH2:30][CH2:31][CH2:32][C:33](=[O:34])[O:35][CH2:36][CH2:37][Si:38]([CH3:39])([CH3:40])[CH3:41])[cH:28][cH:29]3)[n:14]2)[cH:7][cH:8]1)([F:21])[F:22]. Starting materials: [Al+3], COC1(c2cc(F)cc(Sc3ccc(Cc4ccc(C#N)cc4)cc3)c2)CCOCC1, C1CCOC1, [H-], [H-], [H-], [H-], [Li+], [Na+], [OH-], O. The product is COC1(c2cc(F)cc(Sc3ccc(Cc4ccc(CN)cc4)cc3)c2)CCOCC1. Reaction SMILES: [Al+3:2].[C:7](#[N:8])[c:9]1[cH:10][cH:11][c:12]([CH2:13][c:14]2[cH:15][cH:16][c:17]([S:20][c:21]3[cH:22][c:23]([C:28]4([O:34][CH3:35])[CH2:29][CH2:30][O:31][CH2:32][CH2:33]4)[cH:24][c:25]([F:27])[cH:26]3)[cH:18][cH:19]2)[cH:36][cH:37]1.[CH2:41]1[O:42][CH2:43][CH2:44][CH2:45]1.[H-:1].[H-:4].[H-:5].[H-:6].[Li+:3].[Na+:40].[OH-:39].[OH2:38]>>[CH2:7]([NH2:8])[c:9]1[cH:10][cH:11][c:12]([CH2:13][c:14]2[cH:15][cH:16][c:17]([S:20][c:21]3[cH:22][c:23]([C:28]4([O:34][CH3:35])[CH2:29][CH2:30][O:31][CH2:32][CH2:33]4)[cH:24][c:25]([F:27])[cH:26]3)[cH:18][cH:19]2)[cH:36][cH:37]1.